This data is from the Open Reaction Database (ORD), a public repository of structured organic reaction records. The task is: describe an organic reaction: reactants, conditions, products, and yield Starting materials: ClC1=C(C=C(C=CC(=O)O)C=C1)[N+](=O)[O-] (4-chloro-3-nitrocinnamic acid), C(C)O (ethyl alcohol). Reagents/catalysts: [Pt]=S (Platinum sulfide). The solvent is C(C)(=O)OCC (ethyl acetate). Reaction conditions: temperature 50 celsius. The product is ClC1=C(C=C(C=C1)CCC(=O)O)N (3-(4-chloro-3-aminophenyl)propionic acid). Isolated yield 99.8%. RXN SMILES: [Cl:1][C:2]1[CH:12]=[CH:11][C:5]([CH:6]=[CH:7][C:8]([OH:10])=[O:9])=[CH:4][C:3]=1[N+:13]([O-])=O.C(O)C>[Pt]=S.C(OCC)(=O)C>[Cl:1][C:2]1[CH:12]=[CH:11][C:5]([CH2:6][CH2:7][C:8]([OH:10])=[O:9])=[CH:4][C:3]=1[NH2:13]. Procedure details: A slurry of 4-chloro-3-nitrocinnamic acid (12.2 g, 53.2 mmol), ethyl alcohol (50 mL) and ethyl acetate (20 mL) was treated with 5% Platinum sulfide on carbon (0.6 g) and was placed in a Parr autoclave. The autoclave was placed under a hydrogen atmosphere and heated overnight at 50° C. After cooling to room temperature, the reaction mixture was filtered through celite, and was concentrated in vacuo to yield 10.6 g of 3-(4-chloro-3-aminophenyl)propionic acid. The reactants are Intermediate 100, BrC=1C(=NN(C1)CC)C1=CC=C(C=C1)NC(=O)NC1=CC=CC=C1 (N-[4-(4-bromo-1-ethyl-1H-pyrazol-3-yl)phenyl]-N′-phenylurea), C1(=CC=CC=C1)S(=O)(=O)N1C(=CC=2C1=NC=CC2B2OC(C(O2)(C)C)(C)C)C=O (1-(phenylsulfonyl)-4-(4,4,5,5-tetramethyl-1,3,2-dioxaborolan-2-yl)-1H-pyrrolo[2,3-b]pyridine-2-carbaldehyde). Yields the product C(=O)C1=CC=2C(=NC=CC2C=2C(=NN(C2)CC)C2=CC=C(C=C2)NC(=O)NC2=CC=CC=C2)N1S(=O)(=O)C1=CC=CC=C1 (N-(4-{4-[2-formyl-1-(phenylsulfonyl)-1H-pyrrolo[2,3-b]pyridin-4-yl]-1-ethyl-1H-pyrazol-3-yl}phenyl)-N′-phenylurea). RXN SMILES: Br[C:2]1[C:3]([C:9]2[CH:14]=[CH:13][C:12]([NH:15][C:16]([NH:18][C:19]3[CH:24]=[CH:23][CH:22]=[CH:21][CH:20]=3)=[O:17])=[CH:11][CH:10]=2)=[N:4][N:5]([CH2:7][CH3:8])[CH:6]=1.[C:25]1([S:31]([N:34]2[C:38]3=[N:39][CH:40]=[CH:41][C:42](B4OC(C)(C)C(C)(C)O4)=[C:37]3[CH:36]=[C:35]2[CH:52]=[O:53])(=[O:33])=[O:32])[CH:30]=[CH:29][CH:28]=[CH:27][CH:26]=1>>[CH:52]([C:35]1[N:34]([S:31]([C:25]2[CH:30]=[CH:29][CH:28]=[CH:27][CH:26]=2)(=[O:32])=[O:33])[C:38]2=[N:39][CH:40]=[CH:41][C:42]([C:2]3[C:3]([C:9]4[CH:14]=[CH:13][C:12]([NH:15][C:16]([NH:18][C:19]5[CH:24]=[CH:23][CH:22]=[CH:21][CH:20]=5)=[O:17])=[CH:11][CH:10]=4)=[N:4][N:5]([CH2:7][CH3:8])[CH:6]=3)=[C:37]2[CH:36]=1)=[O:53]. Reported procedure: Following the procedure described in Intermediate 100 with N-[4-(4-bromo-1-ethyl-1H-pyrazol-3-yl)phenyl]-N′-phenylurea and 1-(phenylsulfonyl)-4-(4,4,5,5-tetramethyl-1,3,2-dioxaborolan-2-yl)-1H-pyrrolo[2,3-b]pyridine-2-carbaldehyde provided the title compound. ESMS [M+H]+: 591.4 Reactants: C(CCC)N1SC2=NC3=C(N2C1=O)C=CC=C3 (2-butyl-1,2,4-thiadiazolo[4,5-a]benzimidazole-3(2H)-one), C(#N)C(=O)OC (methyl cyanoformate). Run in ClCCl (dichloromethane). Conditions: time 21 hour. Product: COC(=O)C1=NSC2=NC3=C(N21)C=CC=C3 (3-(methoxycarbonyl)-1,2,4-thiadiazolo [4,5-a]benzimidazole). Isolated yield 88.9%. Reaction SMILES: C([N:5]1[C:12](=O)[N:11]2[C:7](=[N:8][C:9]3[CH:17]=[CH:16][CH:15]=[CH:14][C:10]=32)[S:6]1)CCC.C([C:20]([O:22][CH3:23])=[O:21])#N>ClCCl>[CH3:23][O:22][C:20]([C:12]1[N:11]2[C:7](=[N:8][C:9]3[CH:17]=[CH:16][CH:15]=[CH:14][C:10]=32)[S:6][N:5]=1)=[O:21]. Procedure: A mixture of 2-butyl-1,2,4-thiadiazolo[4,5-a]benzimidazole-3(2H)-one (4.0 g, 16.2 mmole) and methyl cyanoformate (2.75 g, 32.4 mmole) in 30 mL of dichloromethane was stirred at room temperature for 21 h. The precipitate was filtered and washed with dichloromethane to give 3.36 g (84%) of 3-(methoxycarbonyl)-1,2,4-thiadiazolo [4,5-a]benzimidazole as a colourless solid: mp 208°-209° C.; 1H NMR (CDCl3) δ8.61 (d, 1H), 7.82 (d, 1H), 7.51 (t, 1H), 7.31 (t, 1H), 4.17 (s, 3H) ppm; 13C NMR (CDCl3) δ164.0... Starting materials: N1C=C(C2=CC=CC=C12)C1CCC(CC1)=O (4-(1H-3-Indolyl)-cyclohexanone), O1CCOC12CCC(CC2)C2=CNC1=CC=CC(=C21)F (3-(1,4-dioxa-spiro[4,5]dec-8-yl)-4-fluoro-1H-indole). Product: FC1=C2C(=CNC2=CC=C1)C1CCC(CC1)=O (4-(4-Fluoro-1H-3-indolyl)-cyclohexanone). The yield is 110.1%. Reaction SMILES: N1C2C(=CC=CC=2)C(C2CCC(=O)CC2)=C1.O1[C:21]2([CH2:26][CH2:25][CH:24]([C:27]3[C:35]4[C:30](=[CH:31][CH:32]=[CH:33][C:34]=4[F:36])[NH:29][CH:28]=3)[CH2:23][CH2:22]2)[O:20]CC1>>[F:36][C:34]1[CH:33]=[CH:32][CH:31]=[C:30]2[C:35]=1[C:27]([CH:24]1[CH2:23][CH2:22][C:21](=[O:20])[CH2:26][CH2:25]1)=[CH:28][NH:29]2. Reported procedure: This compound was prepared in the manner described above for 3a by replacing 3-(1,4-dioxa-spiro[4,5]dec-8-yl)-1H-indole with 3-(1,4-dioxa-spiro[4,5]dec-8-yl)-4-fluoro-1H-indole (4.0 g) to afford 3.7 g (63%) of the title compound as a white solid: mp 104-106° C.